Dataset: the Open Reaction Database (ORD), a public repository of structured organic reaction records. Task: describe an organic reaction: reactants, conditions, products, and yield The reactants are C1(=CC=CC=C1)P(C1=CC=CC=C1)C1=CC=CC=C1 (triphenylphosphine), BrCC(=O)OC(C)(C)C (t-butyl bromoacetate). Solvent: C1=CC=CC=C1 (benzene). Product: [Br-].C(=O)(OC(C)(C)C)C[P+](C1=CC=CC=C1)(C1=CC=CC=C1)C1=CC=CC=C1 (carbo-t-butoxymethyl triphenylphosphonium bromide). The yield is 95.5%. RXN SMILES: [C:1]1([P:7]([C:14]2[CH:19]=[CH:18][CH:17]=[CH:16][CH:15]=2)[C:8]2[CH:13]=[CH:12][CH:11]=[CH:10][CH:9]=2)[CH:6]=[CH:5][CH:4]=[CH:3][CH:2]=1.[Br:20][CH2:21][C:22]([O:24][C:25]([CH3:28])([CH3:27])[CH3:26])=[O:23]>C1C=CC=CC=1>[Br-:20].[C:22]([CH2:21][P+:7]([C:1]1[CH:2]=[CH:3][CH:4]=[CH:5][CH:6]=1)([C:8]1[CH:13]=[CH:12][CH:11]=[CH:10][CH:9]=1)[C:14]1[CH:15]=[CH:16][CH:17]=[CH:18][CH:19]=1)([O:24][C:25]([CH3:28])([CH3:27])[CH3:26])=[O:23] |f:3.4|. Procedure details: A solution of triphenylphosphine (33.8 g, 129 mmol) and t-butyl bromoacetate (25 g, 128.2 mmol) in dry benzene (150 ml) was stirred for 16 hours at room temperature. The precipitated product was collected by filtration, washed with dry ether and dried in vaco to give 56 g (96% of theory) of carbo-t-butoxymethyl triphenylphosphonium bromide. The reactants are CCO, Fc1cc(-c2cccc3cc(-c4nc(NCCn5ccnn5)ncc4F)sc23)c(OCCOC2CCCCO2)cn1, Cc1ccc(S(=O)(=O)[O-])cc1, c1cc[nH+]cc1. The product is OCCOc1cnc(F)cc1-c1cccc2cc(-c3nc(NCCn4ccnn4)ncc3F)sc12. Reaction SMILES: [CH3:59][CH2:60][OH:61].[F:18][c:19]1[c:20](-[c:33]2[cH:34][c:35]3[c:36]([s:37]2)[c:38](-[c:42]2[cH:43][c:44]([F:58])[n:45][cH:46][c:47]2[O:48][CH2:49][CH2:50][O:51][CH:52]2[CH2:53][CH2:54][CH2:55][CH2:56][O:57]2)[cH:39][cH:40][cH:41]3)[n:21][c:22]([NH:25][CH2:26][CH2:27][n:28]2[n:29][n:30][cH:31][cH:32]2)[n:23][cH:24]1.[c:1]1([CH3:2])[cH:3][cH:4][c:5]([S:6]([O-:7])(=[O:8])=[O:9])[cH:10][cH:11]1.[nH+:12]1[cH:13][cH:14][cH:15][cH:16][cH:17]1>>[F:18][c:19]1[c:20](-[c:33]2[cH:34][c:35]3[c:36]([s:37]2)[c:38](-[c:42]2[cH:43][c:44]([F:58])[n:45][cH:46][c:47]2[O:48][CH2:49][CH2:50][OH:51])[cH:39][cH:40][cH:41]3)[n:21][c:22]([NH:25][CH2:26][CH2:27][n:28]2[n:29][n:30][cH:31][cH:32]2)[n:23][cH:24]1. The reactants are CNC (Dimethylamine), CC1=CC=C(C=C1)S(=O)(=O)O[C@H]1CC2=CC=CC=C2[C@H](C1)C1CCCCC1 ((2R,4R)-4-Cyclohexyl-1,2,3,4-tetrahydronaphthalen-2-yl 4-methylbenzenesulfonate), C=CC (propylene). Reaction conditions: temperature 83 celsius. Product: C1(CCCCC1)[C@H]1C[C@@H](CC2=CC=CC=C12)N(C)C ((2S,4R)-4-Cyclohexyl-N,N-dimethyl-1,2,3,4-tetrahydronaphthalen-2-amine), 5a, C1(CCCCC1)[C@H]1CC=CC2=CC=CC=C12 ((R)-1-cyclohexyl-1,2-dihydronaphthalene). RXN SMILES: C=CC.[CH3:4][NH:5][CH3:6].CC1C=CC(S(O[C@@H:18]2[CH2:27][C@H:26]([CH:28]3[CH2:33][CH2:32][CH2:31][CH2:30][CH2:29]3)[C:25]3[C:20](=[CH:21][CH:22]=[CH:23][CH:24]=3)[CH2:19]2)(=O)=O)=CC=1>>[CH:28]1([C@@H:26]2[C:25]3[C:20](=[CH:21][CH:22]=[CH:23][CH:24]=3)[CH2:19][C@@H:18]([N:5]([CH3:6])[CH3:4])[CH2:27]2)[CH2:33][CH2:32][CH2:31][CH2:30][CH2:29]1.[CH:28]1([C@@H:26]2[C:25]3[C:20](=[CH:21][CH:22]=[CH:23][CH:24]=3)[CH:19]=[CH:18][CH2:27]2)[CH2:29][CH2:30][CH2:31][CH2:32][CH2:33]1. Procedure: (Bosse K, Marineau J, Nason D M, Fliri A J, Segelstein B E, Desai K, and Volkmann R A (2006) Expanding the medicinal chemistry toolbox: stereospecific generation of methyl group-containing propylene linkers. Tetrahedron Letters 47:7285-7287) Dimethylamine (40% in H2O, 6 mL) and (2R,4R)-4-cyclohexyl-1,2,3,4-tetrahydronaphthalen-2-yl 4-methylbenzenesulfonate 3a (0.19 g, 0.5 mmol) were placed in a tube, sealed, and heated at 83° C. for 24 hours. The solvent was removed and the crude material was pu... Starting materials: BrC=1C=C(C=CC1Cl)NC=1C2=C(N=CN1)C=NC(=C2)F (N-(3-bromo-4-chlorophenyl)-6-fluoropyrido[3,4-d]pyrimidin-4-amine), COC1=CC=C(CN)C=C1 (4-methoxybenzylamine). The solvent is CS(=O)C (DMSO), petroleum ether. Reaction conditions: temperature 59 celsius. Yields the product BrC=1C=C(C=CC1Cl)NC=1C2=C(N=CN1)C=NC(=C2)NCC2=CC=C(C=C2)OC (N4-(3-bromo-4-chlorophenyl)-N6-(4-methoxybenzyl)pyrido[3,4-d]pyrimidine-4,6-diamine). The yield is 73.2%. As a reaction SMILES: [Br:1][C:2]1[CH:3]=[C:4]([NH:9][C:10]2[C:11]3[CH:19]=[C:18](F)[N:17]=[CH:16][C:12]=3[N:13]=[CH:14][N:15]=2)[CH:5]=[CH:6][C:7]=1[Cl:8].[CH3:21][O:22][C:23]1[CH:30]=[CH:29][C:26]([CH2:27][NH2:28])=[CH:25][CH:24]=1>CS(C)=O>[Br:1][C:2]1[CH:3]=[C:4]([NH:9][C:10]2[C:11]3[CH:19]=[C:18]([NH:28][CH2:27][C:26]4[CH:29]=[CH:30][C:23]([O:22][CH3:21])=[CH:24][CH:25]=4)[N:17]=[CH:16][C:12]=3[N:13]=[CH:14][N:15]=2)[CH:5]=[CH:6][C:7]=1[Cl:8]. Reported procedure: A mixture of compound 205 (3.09 g, 8.74 mmol) and 4-methoxybenzylamine (11.5 mL, 87.4 mmol) in dry DMSO (20 mL) was stirred under a nitrogen atmosphere at 58-60° C. (bath temperature) for a week. The solution was then cooled and petroleum ether (300 mL) was added. It was stirred at room temperature for 20 min. The layers were allowed to separate and the petroleum ether layer was decanted. This procedure was repeated once more with petroleum ether (300 mL). Water (250 mL) was added and the mixtur... The reactants are C(C)(C)(C)C=1C=C(C(=C(C1)C1=CC=C(C=C1)OC(F)(F)F)O)C=O (5-(tert-butyl)-2-hydroxy-4′-(trifluoromethoxy)-[1,1′-biphenyl]-3-carbaldehyde), ClC=1C=C(C=CC1C(F)(F)F)B(O)O (3-chloro-4-(trifluoromethyl)phenylboronic acid), BrC=1C(=C(C=O)C=C(C1)C(C)(C)C)O (3-bromo-5-(tert-butyl)-2-hydroxybenzaldehyde), BrC=1C(=C(C=O)C=C(C1)C(C)(C)C)O (3-bromo-5-(tert-butyl)-2-hydroxybenzaldehyde). The product is C(C)(C)(C)C=1C=C(C(=C(C1)C1=CC(=C(C=C1)C(F)(F)F)Cl)O)C=O (5-(tert-Butyl)-3′-chloro-2-hydroxy-4′-(trifluoromethyl)-[1,1′-biphenyl]-3-carbaldehyde). Procedure: 5-(tert-Butyl)-3′-chloro-2-hydroxy-4′-(trifluoromethyl)-[1,1′-biphenyl]-3-carbaldehyde was prepared as a yellow oil using the procedure described in Intermediate 5 from 3-bromo-5-(tert-butyl)-2-hydroxybenzaldehyde (Intermediate 4) and 3-chloro-4-(trifluoromethyl)phenylboronic acid. As a reaction SMILES: C(C1C=C(C=O)C(O)=C(C2C=CC(OC(F)(F)F)=CC=2)C=1)(C)(C)C.Br[C:26]1[C:27]([OH:38])=[C:28]([CH:31]=[C:32]([C:34]([CH3:37])([CH3:36])[CH3:35])[CH:33]=1)[CH:29]=[O:30].[Cl:39][C:40]1[CH:41]=[C:42](B(O)O)[CH:43]=[CH:44][C:45]=1[C:46]([F:49])([F:48])[F:47]>>[C:34]([C:32]1[CH:31]=[C:28]([CH:29]=[O:30])[C:27]([OH:38])=[C:26]([C:42]2[CH:43]=[CH:44][C:45]([C:46]([F:48])([F:49])[F:47])=[C:40]([Cl:39])[CH:41]=2)[CH:33]=1)([CH3:37])([CH3:36])[CH3:35]. Starting materials: O=C([O-])O, CCOC(=O)CNC(=O)c1nc2ccc(Cl)nn2n1, CCN(C(C)C)C(C)C, CN(C)C=O, [Na+], NCCCN1CCC(OC(c2ccccc2)c2ccccc2)CC1. Yields the product CCOC(=O)CNC(=O)c1nc2ccc(NCCCN3CCC(OC(c4ccccc4)c4ccccc4)CC3)nn2n1. Reaction SMILES: [C:53](=[O:54])([OH:55])[O-:56].[CH2:25]([CH3:26])[O:27][C:28]([CH2:29][NH:30][C:31](=[O:32])[c:33]1[n:34][n:35]2[n:36][c:37]([Cl:42])[cH:38][cH:39][c:40]2[n:41]1)=[O:43].[CH2:44]([N:45]([CH:46]([CH3:47])[CH3:48])[CH:49]([CH3:50])[CH3:51])[CH3:52].[CH3:58][N:59]([CH3:60])[CH:61]=[O:62].[Na+:57].[c:1]1([CH:7]([O:8][CH:9]2[CH2:10][CH2:11][N:12]([CH2:15][CH2:16][CH2:17][NH2:18])[CH2:13][CH2:14]2)[c:19]2[cH:20][cH:21][cH:22][cH:23][cH:24]2)[cH:2][cH:3][cH:4][cH:5][cH:6]1>>[c:1]1([CH:7]([O:8][CH:9]2[CH2:10][CH2:11][N:12]([CH2:15][CH2:16][CH2:17][NH:18][c:37]3[n:36][n:35]4[n:34][c:33]([C:31]([NH:30][CH2:29][C:28]([O:27][CH2:25][CH3:26])=[O:43])=[O:32])[n:41][c:40]4[cH:39][cH:38]3)[CH2:13][CH2:14]2)[c:19]2[cH:20][cH:21][cH:22][cH:23][cH:24]2)[cH:2][cH:3][cH:4][cH:5][cH:6]1. Reactants: CCC(=O)c1cnc2c(O)cccc2c1Cl, Cc1ccccc1N, C1COCCO1. Product: CCC(=O)c1cnc2c(O)cccc2c1Nc1ccccc1C. RXN SMILES: [C:1]([CH2:2][CH3:3])(=[O:4])[c:5]1[cH:6][n:7][c:8]2[c:9]([OH:16])[cH:10][cH:11][cH:12][c:13]2[c:14]1[Cl:15].[CH3:17][c:18]1[c:19]([NH2:20])[cH:21][cH:22][cH:23][cH:24]1.[O:25]1[CH2:26][CH2:27][O:28][CH2:29][CH2:30]1>>[C:1]([CH2:2][CH3:3])(=[O:4])[c:5]1[cH:6][n:7][c:8]2[c:9]([OH:16])[cH:10][cH:11][cH:12][c:13]2[c:14]1[NH:20][c:19]1[c:18]([CH3:17])[cH:24][cH:23][cH:22][cH:21]1. Starting materials: N(=[N+]=[N-])[C@H]1[C@@H](CN(C1)CC1=CC=CC=C1)NC(OC(C)(C)C)=O (tert-butyl (3R,4R)-4-azido-1-benzylpyrrolidin-3-ylcarbamate), C1=CC=C(C=C1)P(C2=CC=CC=C2)C3=CC=CC=C3 (PPh3), Cl (HCl), O (water). Run in C1(=CC=CC=C1)C (toluene), C1CCOC1 (THF). The product is N[C@H]1[C@@H](CN(C1)CC1=CC=CC=C1)NC(OC(C)(C)C)=O (tert-Butyl (3R,4R)-4-amino-1-benzylpyrrolidin-3-ylcarbamate). RXN SMILES: [N:1]([C@@H:4]1[CH2:8][N:7]([CH2:9][C:10]2[CH:15]=[CH:14][CH:13]=[CH:12][CH:11]=2)[CH2:6][C@H:5]1[NH:16][C:17](=[O:23])[O:18][C:19]([CH3:22])([CH3:21])[CH3:20])=[N+]=[N-].C1C=CC(P(C2C=CC=CC=2)C2C=CC=CC=2)=CC=1.O.Cl>C1(C)C=CC=CC=1.C1COCC1>[NH2:1][C@@H:4]1[CH2:8][N:7]([CH2:9][C:10]2[CH:15]=[CH:14][CH:13]=[CH:12][CH:11]=2)[CH2:6][C@H:5]1[NH:16][C:17](=[O:23])[O:18][C:19]([CH3:21])([CH3:20])[CH3:22]. Procedure: To a solution of tert-butyl (3R,4R)-4-azido-1-benzylpyrrolidin-3-ylcarbamate (7.0 g, 22.0 mmol) in 250 mL toluene, PPh3 6.0 g, 23.0 mmol) was added and the mixture was refluxed for 1 hour. The mixture was cooled down to room temperature, diluted with 250 mL THF, water (0.54 g, 30.0 mmol) was added and the mixture was refluxed for an additional 1 hour. 4N HCl was added, the aqueous acidic layer was separated, washed with CHCl3 and basified with aqueous NH3 to pH 9-10. The product was extracted wi... Reactants: NC1=NN=NN1 (5-aminotetrazole), Cl (HCl), C(=O)(N1C=NC=C1)N1C=NC=C1 (Carbonyldiimidazole), COC=1C=CC2=C(SC(=C2OC(C)C)C(=O)O)C1 (6-methoxy-3-(1-methylethoxy)benzo[b]thiophene-2-carboxylic acid). Run in O1CCCC1 (tetrahydrofuran), O (water). Product: COC1=CC=CC=2SC(=C(C21)OC(C)C)C(=O)NC2=NN=NN2 (Methoxy-3-(1-methylethoxy)-N-lH-tetrazol-5-yl-benzo[b]-thiophene-2-carboxamide). The yield is 60.0%. Reaction SMILES: [C:1](N1C=CN=C1)(N1C=CN=C1)=[O:2].CO[C:15]1[CH:16]=[CH:17][C:18]2[C:22]([O:23][CH:24]([CH3:26])[CH3:25])=[C:21]([C:27]([OH:29])=O)[S:20][C:19]=2[CH:30]=1.[NH2:31][C:32]1[NH:36][N:35]=[N:34][N:33]=1.Cl>O1CCCC1.O>[CH3:1][O:2][C:17]1[C:18]2[C:22]([O:23][CH:24]([CH3:25])[CH3:26])=[C:21]([C:27]([NH:31][C:32]3[NH:36][N:35]=[N:34][N:33]=3)=[O:29])[S:20][C:19]=2[CH:30]=[CH:15][CH:16]=1. Procedure: Carbonyldiimidazole (3.8 g, 23 mmoles) is added to a stirred solution of 6-methoxy-3-(1-methylethoxy)benzo[b]thiophene-2-carboxylic acid (5.4 gg, 20 mmoles) in tetrahydrofuran (75 mls) under nitrogen, and the mixture is heated under reflux. After 75 minutes 5-aminotetrazole (1.66 g. 20 mmoles) is added. After an additional three hours under reflux the mixture is stirred into water (350 mls) and acidified with concentrated HCl. The resulting precipitate is filtered off, rinsed with water, and dri... Reactants: CCCBr, O=C([O-])[O-], [K+], [K+], CN(C)C=O, O, O=Cc1cccc(O)c1. The product is CCCOc1cccc(C=O)c1. As a reaction SMILES: [Br:16][CH2:17][CH2:18][CH3:19].[C:10](=[O:11])([O-:12])[O-:13].[K+:14].[K+:15].[O:21]=[CH:22][N:23]([CH3:24])[CH3:25].[OH2:20].[OH:1][c:2]1[cH:3][c:4]([CH:5]=[O:6])[cH:7][cH:8][cH:9]1>>[O:1]([c:2]1[cH:3][c:4]([CH:5]=[O:6])[cH:7][cH:8][cH:9]1)[CH2:17][CH2:18][CH3:19].